This data is from the Open Reaction Database (ORD), a public repository of structured organic reaction records. The task is: describe an organic reaction: reactants, conditions, products, and yield Reactants: CCCC[Sn](=O)CCCC, CCCCOC1C(C(O)=[SnH2])OC(n2ccc(=O)[nH]c2=O)C1(O)CCCC, CI, O=c1ccn(C2OC(CO)C(O)C2O)c(=O)[nH]1. Product: COC1C(O)C(CO)OC1n1ccc(=O)[nH]c1=O. Reaction SMILES: [CH2:18]([Sn:19](=[O:20])[CH2:21][CH2:22][CH2:23][CH3:24])[CH2:25][CH2:26][CH3:27].[CH2:28]([C:29]1([OH:30])[CH:31]([O:32][CH2:33][CH2:34][CH2:35][CH3:36])[CH:37]([C:38](=[SnH2:39])[OH:40])[O:41][CH:42]1[n:43]1[cH:44][cH:45][c:46](=[O:47])[nH:48][c:49]1=[O:50])[CH2:51][CH2:52][CH3:53].[I:54][CH3:55].[OH:1][CH2:2][CH:3]1[O:4][CH:5]([n:10]2[cH:11][cH:12][c:13](=[O:14])[nH:15][c:16]2=[O:17])[CH:6]([OH:7])[CH:8]1[OH:9]>>[OH:1][CH2:2][CH:3]1[O:4][CH:5]([n:10]2[cH:11][cH:12][c:13](=[O:14])[nH:15][c:16]2=[O:17])[CH:6]([O:7][CH3:18])[CH:8]1[OH:9].